From a dataset of the Open Reaction Database (ORD), a public repository of structured organic reaction records. describe an organic reaction: reactants, conditions, products, and yield Reactants: C(C)OC1=C(C=CC(=C1)C1CCN(CC1)CCS(=O)(=O)C)NC(C(F)(F)F)=O (N-(2-(ethyloxy)-4-{1-[2-(methylsulfonyl)ethyl]-4-piperidinyl}phenyl)-2,2,2-trifluoroacetamide), [Li+].[OH-] (LiOH), [Li+].[OH-] (LiOH). Solvent: C1CCOC1 (THF), O (H2O). Yields the product C(C)OC1=C(N)C=CC(=C1)C1CCN(CC1)CCS(=O)(=O)C (2-(ethyloxy)-4-{1-[2-(methylsulfonyl)ethyl]-4-piperidinyl}aniline). Isolated yield 93.9%. RXN SMILES: [CH2:1]([O:3][C:4]1[CH:9]=[C:8]([CH:10]2[CH2:15][CH2:14][N:13]([CH2:16][CH2:17][S:18]([CH3:21])(=[O:20])=[O:19])[CH2:12][CH2:11]2)[CH:7]=[CH:6][C:5]=1[NH:22]C(=O)C(F)(F)F)[CH3:2].[Li+].[OH-]>C1COCC1.O>[CH2:1]([O:3][C:4]1[CH:9]=[C:8]([CH:10]2[CH2:15][CH2:14][N:13]([CH2:16][CH2:17][S:18]([CH3:21])(=[O:20])=[O:19])[CH2:12][CH2:11]2)[CH:7]=[CH:6][C:5]=1[NH2:22])[CH3:2] |f:1.2|. Procedure: To N-(2-(ethyloxy)-4-{1-[2-(methylsulfonyl)ethyl]-4-piperidinyl}phenyl)-2,2,2-trifluoroacetamide (1.4 g, 3.3 mmol) in THF (25 mL) and H2O (25 mL) was added LiOH (0.21 g, 5.0 mmol). The mixture was stirred for two h and then more LiOH (0.21 g, 5.0 mmol) was added. After stirring for one h, the product was extracted with EtOAc. The organic layer was dried (MgSO4), filtered and rotovaped to provided the title compound of step G as a colorless oil (1.0 g, 3.1 mmol, 94%). 1H NMR (400 MHz, DMSO-d6) δ ...